Task: describe an organic reaction: reactants, conditions, products, and yield. Dataset: the Open Reaction Database (ORD), a public repository of structured organic reaction records Starting materials: COC(=O)C1CC(OS(C)(=O)=O)CCN1C(=O)OC(C)(C)C, [N-]=[N+]=[N-], [Na+], CN(C)C=O, O. Yields the product COC(=O)C1CC(N=[N+]=[N-])CCN1C(=O)OC(C)(C)C. RXN SMILES: [CH3:5][S:6]([O:7][CH:10]1[CH2:11][CH:12]([C:23](=[O:24])[O:25][CH3:26])[N:13]([C:16](=[O:17])[O:18][C:19]([CH3:20])([CH3:21])[CH3:22])[CH2:14][CH2:15]1)(=[O:8])=[O:9].[N-:1]=[N+:2]=[N-:3].[Na+:4].[O:28]=[CH:29][N:30]([CH3:31])[CH3:32].[OH2:27]>>[N:1](=[N+:2]=[N-:3])[CH:10]1[CH2:11][CH:12]([C:23](=[O:24])[O:25][CH3:26])[N:13]([C:16](=[O:17])[O:18][C:19]([CH3:20])([CH3:21])[CH3:22])[CH2:14][CH2:15]1. Reactants: [H-].[Na+] (Sodium hydride), N1N=CN=C1 (1H-1,2,4-triazole), ClC1=NOC2=C1C=C(C(=C2F)N2C[C@H](O[C@@H](C2)C)C)C=O (3-chloro-6-((2R,6R)-2,6-dimethylmorpholino)-7-fluorobenzo[d]isoxazole-5-carbaldehyde), ClC1=NOC2=C1C=C(C(=C2F)N2C[C@H](O[C@@H](C2)C)C)C=O (3-chloro-6-((2R,6R)-2,6-dimethylmorpholino)-7-fluorobenzo[d]isoxazole-5-carbaldehyde). The solvent is CN(C)C=O (DMF), C(Cl)Cl (CH2Cl2). Conditions: time 8 hour. Yields the product C[C@H]1O[C@@H](CN(C1)C1=C(C2=C(C(=NO2)N2N=CN=C2)C=C1C=O)F)C (6-((2R,6R)-2,6-dimethylmorpholino)-7-fluoro-3-(1H-1,2,4-triazol-1-yl)benzo[d]isoxazole-5-carbaldehyde). As a reaction SMILES: [H-].[Na+].[NH:3]1[CH:7]=[N:6][CH:5]=[N:4]1.Cl[C:9]1[C:13]2[CH:14]=[C:15]([CH:27]=[O:28])[C:16]([N:19]3[CH2:24][C@@H:23]([CH3:25])[O:22][C@H:21]([CH3:26])[CH2:20]3)=[C:17]([F:18])[C:12]=2[O:11][N:10]=1>CN(C=O)C.C(Cl)Cl>[CH3:26][C@@H:21]1[CH2:20][N:19]([C:16]2[C:15]([CH:27]=[O:28])=[CH:14][C:13]3[C:9]([N:3]4[CH:7]=[N:6][CH:5]=[N:4]4)=[N:10][O:11][C:12]=3[C:17]=2[F:18])[CH2:24][C@@H:23]([CH3:25])[O:22]1 |f:0.1|. Procedure: Sodium hydride (60% dispersion) (0.288 g, 7.19 mmol) was added to a solution of 1H-1,2,4-triazole (0.530 g, 7.67 mmol) and 3-chloro-6-((2R,6R)-2,6-dimethylmorpholino)-7-fluorobenzo[d]isoxazole-5-carbaldehyde (Intermediate 535, 1.5 g, 4.80 mmol) in DMF (10 ml), and the mixture was stirred at room temperature overnight. The mixture was quenched with aqueous NH4Cl and diluted with water before being extracted with CH2Cl2 5 times. The combined extracts were dried (MgSO4) and concentrated to give a s...